This data is from the Open Reaction Database (ORD), a public repository of structured organic reaction records. The task is: describe an organic reaction: reactants, conditions, products, and yield Reactants: O=C1CC(CCC1)C(=O)O (3-oxo-cyclohexanecarboxylic acid), C[Si](CCO)(C)C (2-trimethylsilylethanol), Cl.CN(CCCN=C=NCC)C (1-(3-dimethylaminopropyl)-3-ethylcarbodiimide hydrochloride). Solvent: C(Cl)Cl (methylene chloride), Cl (hydrochloric acid). Reaction SMILES: [O:1]=[C:2]1[CH2:7][CH2:6][CH2:5][CH:4]([C:8]([OH:10])=[O:9])[CH2:3]1.[CH3:11][Si:12]([CH3:17])([CH3:16])[CH2:13][CH2:14]O.Cl.CN(C)CCCN=C=NCC>CN(C)C1C=CN=CC=1.C(Cl)Cl.Cl>[CH3:11][Si:12]([CH3:17])([CH3:16])[CH2:13][CH2:14][O:9][C:8]([CH:4]1[CH2:5][CH2:6][CH2:7][C:2](=[O:1])[CH2:3]1)=[O:10] |f:2.3|. Procedure details: 3-oxo-cyclohexanecarboxylic acid (2.00 g, 14.1 mmol), 2-trimethylsilylethanol (2.5 mL, 17.4 mmol), 4-dimethylaminopyridine (148 mg, 1.21 mmol), and 1-(3-dimethylaminopropyl)-3-ethylcarbodiimide hydrochloride (3.44 g, 17.9 mmol) in methylene chloride (14 mL) was stirred for 18 h. The solution was diluted with 10% aqueous hydrochloric acid and extracted with methylene chloride. The combined organic extracts were dried over magnesium sulfate, filtered, and concentrated to yield 3.41 g (100% yield) ... Reagents/catalysts: CN(C1=CC=NC=C1)C (4-dimethylaminopyridine). Yields the product C[Si](CCOC(=O)C1CC(CCC1)=O)(C)C (3-oxo-cyclohexanecarboxylic acid 2-trimethylsilanyl-ethyl ester). The yield is 99.8%. Reactants: CC(C)C(N)C(=O)OC(C)(C)C, CCOC(C)=O, COC(=O)c1ccc(S(=O)(=O)Cl)cc1, CCCCCC, CC#N, c1ccncc1. The product is COC(=O)c1ccc(S(=O)(=O)NC(C(=O)OC(C)(C)C)C(C)C)cc1. RXN SMILES: [C:1]([CH3:2])([CH3:3])([CH3:4])[O:5][C:6]([CH:7]([CH:8]([CH3:9])[CH3:10])[NH2:11])=[O:12].[C:39]([O:40][CH2:41][CH3:42])(=[O:43])[CH3:44].[CH3:19][O:20][C:21]([c:22]1[cH:23][cH:24][c:25]([S:28](=[O:29])(=[O:30])[Cl:31])[cH:26][cH:27]1)=[O:32].[CH3:33][CH2:34][CH2:35][CH2:36][CH2:37][CH3:38].[CH3:45][C:46]#[N:47].[cH:13]1[cH:14][cH:15][n:16][cH:17][cH:18]1>>[C:1]([CH3:2])([CH3:3])([CH3:4])[O:5][C:6]([CH:7]([CH:8]([CH3:9])[CH3:10])[NH:11][S:28]([c:25]1[cH:24][cH:23][c:22]([C:21]([O:20][CH3:19])=[O:32])[cH:27][cH:26]1)(=[O:29])=[O:30])=[O:12]. The reactants are C(C)(=O)[O-].[K+] (potassium acetate), hydrogenated platinum dioxide, ClCC[C@@H](CCC[C@@H](CCCC(C)C)C)C ((3R,7R)-1-chloro-3,7,11-trimethyldodecane), 4-N, [OH-].[K+] (caustic potash). The solvent is CN(C=O)C (dimethylformamide), C(Cl)(Cl)Cl (CHCl3). The product is C[C@@H](CCO)CCC[C@@H](CCCC(C)C)C ((3R,7R)-3,7,11-trimethyl-1-dodecanol). Isolated yield 94.0%. RXN SMILES: Cl[CH2:2][CH2:3][C@H:4]([CH3:16])[CH2:5][CH2:6][CH2:7][C@H:8]([CH3:15])[CH2:9][CH2:10][CH2:11][CH:12]([CH3:14])[CH3:13].C([O-])(=[O:19])C.[K+].[OH-].[K+]>C(Cl)(Cl)Cl.CN(C)C=O>[CH3:16][C@H:4]([CH2:5][CH2:6][CH2:7][C@H:8]([CH3:15])[CH2:9][CH2:10][CH2:11][CH:12]([CH3:14])[CH3:13])[CH2:3][CH2:2][OH:19] |f:1.2,3.4|. Procedure details: For the verification of the optical purity the compound obtained is hydrogenated on pre-hydrogenated platinum dioxide to (3R,7R)-1-chloro-3,7,11-trimethyldodecane; boiling point at 0.07 mm; 90°; αD =-1.2° (4.08% in CHCl3), which is converted by heating with dry potassium acetate in dimethylformamide (4 hours at 170°). This ester is purified by adsorption on silicagel (elution agent: n-hexane/ether 4+1), then further reacted to (3R,7R)-3,7,11-trimethyl-1-dodecanol by stirring with 4-N aqurous cau... The reactants are CC(C)OC(=O)Nc1ccc(-c2c(C#N)c3ccc(OCCC4COC(C)(C)O4)cc3n2C2CCC2)cc1, ClCCl, O=C(O)C(F)(F)F. The product is CC(C)OC(=O)Nc1ccc(-c2c(C#N)c3ccc(OCCC(O)CO)cc3n2C2CCC2)cc1. RXN SMILES: [CH:1]([CH3:2])([CH3:3])[O:4][C:5]([NH:6][c:7]1[cH:8][cH:9][c:10](-[c:13]2[n:14]([CH:34]3[CH2:35][CH2:36][CH2:37]3)[c:15]3[cH:16][c:17]([O:24][CH2:25][CH2:26][CH:27]4[O:28][C:29]([CH3:32])([CH3:33])[O:30][CH2:31]4)[cH:18][cH:19][c:20]3[c:21]2[C:22]#[N:23])[cH:11][cH:12]1)=[O:38].[Cl:46][CH2:47][Cl:48].[F:39][C:40]([F:41])([F:42])[C:43]([OH:44])=[O:45]>>[CH:1]([CH3:2])([CH3:3])[O:4][C:5]([NH:6][c:7]1[cH:8][cH:9][c:10](-[c:13]2[n:14]([CH:34]3[CH2:35][CH2:36][CH2:37]3)[c:15]3[cH:16][c:17]([O:24][CH2:25][CH2:26][CH:27]([OH:28])[CH2:31][OH:30])[cH:18][cH:19][c:20]3[c:21]2[C:22]#[N:23])[cH:11][cH:12]1)=[O:38].